From a dataset of the Open Reaction Database (ORD), a public repository of structured organic reaction records. describe an organic reaction: reactants, conditions, products, and yield Reactants: C12(CC3CC(CC(C1)C3)C2)N=C=S (1-adamantyl isothiocyanate), C1(CCCCC1)N (cyclohexylamine), NC(=S)N (thiourea). Solvent: CCOCC (ether). Yields the product C12(CC3CC(CC(C1)C3)C2)NC(=S)NC2CCCCC2 (N-1-Adamantyl-N'-cyclohexylthiourea). As a reaction SMILES: [C:1]12([N:11]=[C:12]=[S:13])[CH2:10][CH:5]3[CH2:6][CH:7]([CH2:9][CH:3]([CH2:4]3)[CH2:2]1)[CH2:8]2.[CH:14]1([NH2:20])[CH2:19][CH2:18][CH2:17][CH2:16][CH2:15]1.NC(N)=S>CCOCC>[C:1]12([NH:11][C:12]([NH:20][CH:14]3[CH2:19][CH2:18][CH2:17][CH2:16][CH2:15]3)=[S:13])[CH2:10][CH:5]3[CH2:6][CH:7]([CH2:9][CH:3]([CH2:4]3)[CH2:2]1)[CH2:8]2. Procedure details: The thiourea is prepared by reacting 19.3 g. (0.1 mole) of 1-adamantyl isothiocyanate with 10 g. (0.1 mole) of cyclohexylamine in 250 ml. of ether at room temperature for 3 hrs. The thiourea which separates from solution is collected: 23.5 g., mp. 175-175.5. Evaporation of the ether filtrate to a small volume gives a second crop, 5.2 g., mp. 176-178. The combined yield is 28.7 g. (98.5 percent). A sample is recrystallized from alcohol and melts at 176°-177°. Reactants: BrC=1C=C2C(N(C(NC2=CC1)=O)C)(C1=CC=CC=C1)O (6-bromo-3,4-dihydro-4-hydroxy-3-methyl-4-phenyl-2(1H)-quinazolinone), Cl.NO (hydroxylamine hydrochloride). Solvent: C(C)O (ethanol). The product is BrC=1C=C2C(=[N+](C(NC2=CC1)=O)[O-])C1=CC=CC=C1 (6-bromo-4-phenyl-2(1H)-quinazolinone 3-oxide). Isolated yield 77.6%. As a reaction SMILES: [Br:1][C:2]1[CH:3]=[C:4]2[C:9](=[CH:10][CH:11]=1)[NH:8][C:7](=[O:12])[N:6](C)[C:5]2(O)[C:14]1[CH:19]=[CH:18][CH:17]=[CH:16][CH:15]=1.Cl.N[OH:23]>C(O)C>[Br:1][C:2]1[CH:3]=[C:4]2[C:9](=[CH:10][CH:11]=1)[NH:8][C:7](=[O:12])[N+:6]([O-:23])=[C:5]2[C:14]1[CH:19]=[CH:18][CH:17]=[CH:16][CH:15]=1 |f:1.2|. Procedure: A stirred mixture of 28.28 g (0.085 mole) of 6-bromo-3,4-dihydro-4-hydroxy-3-methyl-4-phenyl-2(1H)-quinazolinone and 17.6 g (0.25 mole) of hydroxylamine hydrochloride in 425 ml of ethanol was refluxed for 192 hours and then cooled. The solid portion of the reaction mixture was collected on a filter, washed with ethanol, and dried in air to give 20.92 g (0.066 mole, 78%) of 6-bromo-4-phenyl-2(1H)-quinazolinone 3-oxide as light yellow crystals: mp 275°-276°. The solvent is C1CCOC1 (THF), C1CCOC1 (THF). RXN SMILES: C([Li])(CC)C.CN(C)CCN(C)C.[CH2:14]([N:16]([CH2:27][CH3:28])[C:17](=[O:26])[C:18]1[CH:23]=[CH:22][CH:21]=[CH:20][C:19]=1[O:24][CH3:25])[CH3:15].CN(C)[CH:31]=[O:32].Cl>C1COCC1>[CH2:27]([N:16]([CH2:14][CH3:15])[C:17](=[O:26])[C:18]1[C:19]([O:24][CH3:25])=[CH:20][CH:21]=[CH:22][C:23]=1[CH:31]=[O:32])[CH3:28]. The yield is 105.5%. Procedure details: Sec-butyl lithium (99.6 ml, 1.3 M in cyclohexane, 129.45 mmol, 1.3 equiv) was added dropwise at −78° C. to a solution of N,N,N′,N′-tetramethyl-ethane-1,2-diamine (15.04 g, 129.45 mmol, 1.3 equiv) in anhydrous THF (400 ml) under an atmosphere of argon. After 30 minutes at −78° C., a solution of N,N-diethyl-2-methoxy-benzamide (20.64 g, 99.58 mmol) in THF (100 ml) was added dropwise over 50 minutes. After 2 hours at −78° C., N,N-dimethylformamide (8.74 g, 119.49 mmol, 1.2 equiv) was added dropwise... Conditions: time 30 minute. The product is C(C)N(C(C1=C(C=CC=C1OC)C=O)=O)CC (N,N-Diethyl-2-formyl-6-methoxy-benzamide). Starting materials: C(C)N(C(C1=C(C=CC=C1)OC)=O)CC (N,N-diethyl-2-methoxy-benzamide), CN(C=O)C (N,N-dimethylformamide), Cl (HCl), C(C)(CC)[Li] (Sec-butyl lithium), CN(CCN(C)C)C (N,N,N′,N′-tetramethyl-ethane-1,2-diamine). Reactants: OC(=O)C(F)(F)F.N1CC(C1)NC(CNC1=NN(C2=CC=C(C=C12)C(F)(F)F)C)=O (N-Azetidin-3-yl-2-(1-methyl-5-trifluoromethyl-1H-indazol-3-ylamino)-acetamide TFA salt), OC1(CCC(CC1)=O)C=1C=NC(=CC1)C (4-hydroxy-4-(6-methyl-pyridin-3-yl)-cyclohexanone). Procedure details: The title compound was prepared as a white solid from reaction of N-azetidin-3-yl-2-(1-methyl-5-trifluoromethyl-1H-indazol-3-ylamino)-acetamide TFA salt (as prepared in Example 18, Step D) and 4-hydroxy-4-(6-methyl-pyridin-3-yl)-cyclohexanone using the procedure described in Step E of Example 1. RXN SMILES: OC(C(F)(F)F)=O.[NH:8]1[CH2:11][CH:10]([NH:12][C:13](=[O:30])[CH2:14][NH:15][C:16]2[C:24]3[C:19](=[CH:20][CH:21]=[C:22]([C:25]([F:28])([F:27])[F:26])[CH:23]=3)[N:18]([CH3:29])[N:17]=2)[CH2:9]1.[OH:31][C:32]1([C:39]2[CH:40]=[N:41][C:42]([CH3:45])=[CH:43][CH:44]=2)[CH2:37][CH2:36][C:35](=O)[CH2:34][CH2:33]1>>[OH:31][C:32]1([C:39]2[CH:40]=[N:41][C:42]([CH3:45])=[CH:43][CH:44]=2)[CH2:33][CH2:34][CH:35]([N:8]2[CH2:9][CH:10]([NH:12][C:13](=[O:30])[CH2:14][NH:15][C:16]3[C:24]4[C:19](=[CH:20][CH:21]=[C:22]([C:25]([F:27])([F:26])[F:28])[CH:23]=4)[N:18]([CH3:29])[N:17]=3)[CH2:11]2)[CH2:36][CH2:37]1 |f:0.1|. Product: OC1(CCC(CC1)N1CC(C1)NC(CNC1=NN(C2=CC=C(C=C12)C(F)(F)F)C)=O)C=1C=NC(=CC1)C (N-{1-[4-Hydroxy-4-(6-methyl-pyridin-3-yl)-cyclohexyl]-azetidin-3-yl}-2-(1-methyl-5-trifluoromethyl-1H-indazol-3-ylamino)-acetamide).